Dataset: the Open Reaction Database (ORD), a public repository of structured organic reaction records. Task: describe an organic reaction: reactants, conditions, products, and yield Starting materials: [Li]C(C)(C)C, COC(=O)C(=O)OC, C1CCOC1, Cc1cc(Br)c2c(ccn2C)c1. The product is COC(=O)C(=O)c1cc(C)cc2ccn(C)c12. RXN SMILES: [C:13]([Li:14])([CH3:15])([CH3:16])[CH3:17].[C:18]([C:19](=[O:20])[O:21][CH3:22])(=[O:23])[O:24][CH3:25].[CH2:26]1[O:27][CH2:28][CH2:29][CH2:30]1.[CH3:1][n:2]1[cH:3][cH:4][c:5]2[cH:6][c:7]([CH3:12])[cH:8][c:9]([Br:11])[c:10]12>>[CH3:1][n:2]1[cH:3][cH:4][c:5]2[cH:6][c:7]([CH3:12])[cH:8][c:9]([C:18]([C:19](=[O:20])[O:21][CH3:22])=[O:23])[c:10]12. Starting materials: FC1=C(C=C(C(=C1)Cl)OC(C)C)N1N=C(C(=C1C)[N+](=O)[O-])C (1-(2-fluoro-4-chloro-5-isopropoxyphenyl)-3,5-dimethyl-4-nitropyrazole), [OH-].[Na+] (sodium hydroxide), resultant suspension, Cl (hydrochloric acid), C1(=CC=CC=C1)C (toluene). The reagents and catalysts are [Fe] (iron). The solvent is O (water). Conditions: temperature 80 celsius, time 30 minute. Product: FC1=C(C=C(C(=C1)Cl)OC(C)C)N1N=C(C(=C1C)N)C (1-(2-fluoro-4-chloro-5-isopropoxyphenyl)-3,5-dimethyl-4-aminopyrazole). The yield is 93.0%. As a reaction SMILES: [F:1][C:2]1[CH:7]=[C:6]([Cl:8])[C:5]([O:9][CH:10]([CH3:12])[CH3:11])=[CH:4][C:3]=1[N:13]1[C:17]([CH3:18])=[C:16]([N+:19]([O-])=O)[C:15]([CH3:22])=[N:14]1.Cl.[OH-].[Na+].C1(C)C=CC=CC=1>O.[Fe]>[F:1][C:2]1[CH:7]=[C:6]([Cl:8])[C:5]([O:9][CH:10]([CH3:12])[CH3:11])=[CH:4][C:3]=1[N:13]1[C:17]([CH3:18])=[C:16]([NH2:19])[C:15]([CH3:22])=[N:14]1 |f:2.3|. Procedure details: 1-(2-fluoro-4-chloro-5-isopropoxyphenyl)-3,5-dimethyl-4-nitropyrazole (32.8 g) and metallic iron (33.5 g) were suspended in water (140 ml), and the resultant suspension was heated at 80° C., to which 35% aqueous hydrochloric acid (3.2 g) was then added dropwise. After the completion of addition, the reaction mixture was stirred for further 30 minutes at 80° C. Subsequent to cooling, the reaction mixture was brought to pH 9 with aqueous sodium hydroxide solution, followed by addition of toluene t... Starting materials: [Br-], O=C(O)CCCBr, C1CCOC1, C[Mg+], [Cl-], FC(F)=C(F)CC[Mg+], O=S(=O)(O)O. Product: O=C(O)CCCCCC(F)=C(F)F. Reaction SMILES: [Br-:11].[Br:1][CH2:2][CH2:3][CH2:4][C:5](=[O:6])[OH:7].[CH2:20]1[O:21][CH2:22][CH2:23][CH2:24]1.[CH3:9][Mg+:10].[Cl-:8].[F:12][C:13]([CH2:14][CH2:15][Mg+:16])=[C:17]([F:18])[F:19].[S:25](=[O:26])(=[O:27])([OH:28])[OH:29]>>[CH2:2]([CH2:3][CH2:4][C:5](=[O:6])[OH:7])[CH2:15][CH2:14][C:13]([F:12])=[C:17]([F:18])[F:19]. Starting materials: FC1=CC=C(C(=O)O)C=C1 (4-fluorobenzoic acid), Cl.CN(CCCN=C=NCC)C (1-(3-dimethylaminopropyl)-3-ethylcarbodiimide hydrochloride), [H-].ON1N=NC2=C1C=CC=C2 (1-hydroxybenzotriazole monohydride), N1=CC=CC=C1 (pyridine), NCC1(N(C(N(C2=CC=C(C=C12)Br)CC1=CC=C(C=C1)OC)=O)C)C(F)(F)F (4-(Aminomethyl)-6-bromo-1-(4-methoxybenzyl)-3-methyl-4-(trifluoromethyl)-3,4-dihydroquinazolin-2(1H)-one). Solvent: CN(C)C=O (DMF), O (water), C(Cl)(Cl)Cl (chloroform). Conditions: time 8 hour. The product is BrC=1C=C2C(N(C(N(C2=CC1)CC1=CC=C(C=C1)OC)=O)C)(C(F)(F)F)CNC(C1=CC=C(C=C1)F)=O (N-{[6-bromo-1-(4-methoxybenzyl)-3-methyl-2-oxo-4-(trifluoromethyl)-1,2,3,4-tetrahydroquinazolin-4-yl]methyl}4-fluorobenzamide). Reaction SMILES: [NH2:1][CH2:2][C:3]1([C:25]([F:28])([F:27])[F:26])[C:12]2[C:7](=[CH:8][CH:9]=[C:10]([Br:13])[CH:11]=2)[N:6]([CH2:14][C:15]2[CH:20]=[CH:19][C:18]([O:21][CH3:22])=[CH:17][CH:16]=2)[C:5](=[O:23])[N:4]1[CH3:24].[F:29][C:30]1[CH:38]=[CH:37][C:33]([C:34](O)=[O:35])=[CH:32][CH:31]=1.Cl.CN(C)CCCN=C=NCC.[H-].ON1C2C=CC=CC=2N=N1.N1C=CC=CC=1>CN(C=O)C.O.C(Cl)(Cl)Cl>[Br:13][C:10]1[CH:11]=[C:12]2[C:7](=[CH:8][CH:9]=1)[N:6]([CH2:14][C:15]1[CH:16]=[CH:17][C:18]([O:21][CH3:22])=[CH:19][CH:20]=1)[C:5](=[O:23])[N:4]([CH3:24])[C:3]2([CH2:2][NH:1][C:34](=[O:35])[C:33]1[CH:37]=[CH:38][C:30]([F:29])=[CH:31][CH:32]=1)[C:25]([F:27])([F:28])[F:26] |f:2.3,4.5|. Procedure: 4-(Aminomethyl)-6-bromo-1-(4-methoxybenzyl)-3-methyl-4-(trifluoromethyl)-3,4-dihydroquinazolin-2(1H)-one (36.8 mg, 0.080 mmol) was dissolved in DMF (1.0 mL), and 4-fluorobenzoic acid (28.1 mg, 0.201 mmol), 1-(3-dimethylaminopropyl)-3-ethylcarbodiimide hydrochloride (46.2 mg, 0.241 mmol), 1-hydroxybenzotriazole monohydride (36.9 mg, 0.241 mmol) and pyridine (0.032 mL, 0.402 mmol) were sequentially added to the reaction solution at room temperature. After the reaction solution was stirred overnigh... Reactants: [BH4-], CC(C)O, O=S1(=O)N=CN(CC2CC2)c2ccc(Cl)cc21, [Na+]. The product is O=S1(=O)NCN(CC2CC2)c2ccc(Cl)cc21. RXN SMILES: [BH4-:18].[CH:20]([OH:21])([CH3:22])[CH3:23].[Cl:1][c:2]1[cH:3][c:4]2[c:5]([cH:16][cH:17]1)[N:6]([CH2:12][CH:13]1[CH2:14][CH2:15]1)[CH:7]=[N:8][S:9]2(=[O:10])=[O:11].[Na+:19]>>[Cl:1][c:2]1[cH:3][c:4]2[c:5]([cH:16][cH:17]1)[N:6]([CH2:12][CH:13]1[CH2:14][CH2:15]1)[CH2:7][NH:8][S:9]2(=[O:10])=[O:11].